The task is: describe an organic reaction: reactants, conditions, products, and yield. This data is from the Open Reaction Database (ORD), a public repository of structured organic reaction records. The reactants are [F-].[K+] (potassium fluoride), CN(C=O)C (N,N-dimethylformamide), C(C)OC(=O)C1=C(C(=NN1C)C1CC1)I (ethyl-3-cyclopropyl-4-iodo-1-methyl-1H-pyrazole-5-carboxylate), C[Si](C(F)(F)F)(C)C (trimethyl(trifluoromethyl)silane). Reagents/catalysts: [Cu]I (copper(I) iodide). The solvent is C(C)(=O)OCC (ethyl acetate), O (water). Reaction conditions: temperature 80 celsius. Yields the product C1(CC1)C1=NN(C(=C1C(F)(F)F)C(=O)OCC)C (ethyl 3-cyclopropyl-1-methyl-4-(trifluoromethyl)-1H-pyrazole-5-carboxylate). Yield: 86.9%. Reaction SMILES: [F-].[K+].CN(C)C=O.[CH2:8]([O:10][C:11]([C:13]1[N:17]([CH3:18])[N:16]=[C:15]([CH:19]2[CH2:21][CH2:20]2)[C:14]=1I)=[O:12])[CH3:9].C[Si](C)(C)[C:25]([F:28])([F:27])[F:26]>C(OCC)(=O)C.[Cu]I.O>[CH:19]1([C:15]2[C:14]([C:25]([F:28])([F:27])[F:26])=[C:13]([C:11]([O:10][CH2:8][CH3:9])=[O:12])[N:17]([CH3:18])[N:16]=2)[CH2:21][CH2:20]1 |f:0.1|. Procedure: 268 mg (1.40 mmol) of copper(I) iodide and 65.3 mg (1.12 mmol) of potassium fluoride are initially introduced into a heat-dried vial under argon, and 3 ml of N,N-dimethylformamide and 300 mg (0.93 mmol) of ethyl-3-cyclopropyl-4-iodo-1-methyl-1H-pyrazole-5-carboxylate and 0.28 ml (1.87 mmol) of trimethyl(trifluoromethyl)silane are added. The reaction mixture is degassed in the ultrasound, flushed with argon and the closed via is heated at 80° C. for three hours. The cooled reaction solution is ad... Reactants: [Cl-].[Cl-].[Cl-].[Al+3] (aluminum trichloride), ClC=1N(C(N(N1)C)=O)C1=CC=CC2=CC=C(C=C12)OC (5-chloro-2,4-dihydro-4-(7-methoxy-1-naphthalenyl)-2-methyl-3H-1,2,4-triazol-3-one), O (water). Solvent: C(Cl)Cl (methylene chloride). The product is ClC=1N(C(N(N1)C)=O)C1=CC=CC2=CC=C(C=C12)O (5-chloro-2,4-dihydro-4-(7-hydroxy-1-naphthalenyl)-2-methyl-3H-1,2,4-triazol-3-one). Isolated yield 79.7%. As a reaction SMILES: [Cl:1][C:2]1[N:3]([C:9]2[C:18]3[C:13](=[CH:14][CH:15]=[C:16]([O:19]C)[CH:17]=3)[CH:12]=[CH:11][CH:10]=2)[C:4](=[O:8])[N:5]([CH3:7])[N:6]=1.[Cl-].[Cl-].[Cl-].[Al+3].O>C(Cl)Cl>[Cl:1][C:2]1[N:3]([C:9]2[C:18]3[C:13](=[CH:14][CH:15]=[C:16]([OH:19])[CH:17]=3)[CH:12]=[CH:11][CH:10]=2)[C:4](=[O:8])[N:5]([CH3:7])[N:6]=1 |f:1.2.3.4|. Reported procedure: A solution of the title compound of Step E (2.9 g) in methylene chloride (35 mL) was cooled to 0° C. while stirring under N2, and aluminum trichloride (4.0 g) was added in portions. The reaction mixture was allowed to warm to room temperature and then was heated to reflux for 18 h. The reaction mixture was cooled to room temperature, poured into water and extracted with ethyl acetate. The combined organic extracts were dried (MgSO4), filtered and concentrated under reduced pressure. The crude ma... The reactants are [N+](=O)([O-])C=1C(=NNC1)C(=O)OC (methyl 4-nitro-1H-pyrazole-3-carboxylate), C(C)I (EtI), C(=O)([O-])[O-].[K+].[K+] (K2CO3). Run in CC(=O)C (acetone). Run at temperature 50 celsius, time 4 hour. The product is C(C)N1N=CC(=C1C(=O)OC)[N+](=O)[O-] (Methyl 1-ethyl-4-nitro-1H-pyrazole-5-carboxylate). RXN SMILES: [N+:1]([C:4]1[C:5]([C:9]([O:11][CH3:12])=[O:10])=[N:6][NH:7][CH:8]=1)([O-:3])=[O:2].[CH2:13](I)[CH3:14].C([O-])([O-])=O.[K+].[K+]>CC(C)=O>[CH2:13]([N:6]1[C:5]([C:9]([O:11][CH3:12])=[O:10])=[C:4]([N+:1]([O-:3])=[O:2])[CH:8]=[N:7]1)[CH3:14] |f:2.3.4|. Reported procedure: A mixture of methyl 4-nitro-1H-pyrazole-3-carboxylate (5.0 g), EtI (2.8 mL) and K2CO3 (8.1 g) in acetone (50 mL) was stirred at 50° C. for 4 h. After stirring at room temperature overnight, the mixture was filtered and the filtrate was concentrated under reduced pressure. The residue was purified by silica gel column chromatography (AcOEt/hexane) to give the title compound (2.2 g).